This data is from the Open Reaction Database (ORD), a public repository of structured organic reaction records. The task is: describe an organic reaction: reactants, conditions, products, and yield The reactants are COC1=NC2=CC=CC=C2C=C1NC(OC1=CC=CC=C1)=O (Phenyl N-(2-methoxyquinolin-3-yl)carbamate), ClC=1C=C(C=CC1)N1CCNCC1 (1-(3-chlorophenyl)piperazine). Yields the product COC1=NC2=CC=CC=C2C=C1NC(=O)N1CCN(CC1)C1=CC(=CC=C1)Cl (1-[(2-Methoxyquinolin-3-yl)aminocarbonyl]-4-(3-chlorophenyl)piperazine). Isolated yield 73.0%. RXN SMILES: [CH3:1][O:2][C:3]1[C:12]([NH:13][C:14](=[O:22])OC2C=CC=CC=2)=[CH:11][C:10]2[C:5](=[CH:6][CH:7]=[CH:8][CH:9]=2)[N:4]=1.[Cl:23][C:24]1[CH:25]=[C:26]([N:30]2[CH2:35][CH2:34][NH:33][CH2:32][CH2:31]2)[CH:27]=[CH:28][CH:29]=1>>[CH3:1][O:2][C:3]1[C:12]([NH:13][C:14]([N:33]2[CH2:32][CH2:31][N:30]([C:26]3[CH:27]=[CH:28][CH:29]=[C:24]([Cl:23])[CH:25]=3)[CH2:35][CH2:34]2)=[O:22])=[CH:11][C:10]2[C:5](=[CH:6][CH:7]=[CH:8][CH:9]=2)[N:4]=1. Reported procedure: Phenyl N-(2-methoxyquinolin-3-yl)carbamate and 1-(3-chlorophenyl)piperazine were reacted by the same way with the example 81 to obtain the titled compound. The reactants are O=C(Cc1ccc(F)cc1)Nc1nn2cccnc2c1Br, OB(O)c1ccc(OC(F)(F)F)cc1. The product is O=C(Cc1ccc(F)cc1)Nc1nn2cccnc2c1-c1ccc(OC(F)(F)F)cc1. As a reaction SMILES: [Br:1][c:2]1[c:3]([NH:11][C:12]([CH2:13][c:14]2[cH:15][cH:16][c:17]([F:20])[cH:18][cH:19]2)=[O:21])[n:4][n:5]2[c:6]1[n:7][cH:8][cH:9][cH:10]2.[F:22][C:23]([O:24][c:25]1[cH:26][cH:27][c:28]([B:31]([OH:32])[OH:33])[cH:29][cH:30]1)([F:34])[F:35]>>[c:2]1(-[c:28]2[cH:27][cH:26][c:25]([O:24][C:23]([F:22])([F:34])[F:35])[cH:30][cH:29]2)[c:3]([NH:11][C:12]([CH2:13][c:14]2[cH:15][cH:16][c:17]([F:20])[cH:18][cH:19]2)=[O:21])[n:4][n:5]2[c:6]1[n:7][cH:8][cH:9][cH:10]2. Product: CCOC(=O)CC(c1cnc2ccccc2c1)N1CCC(CCCC(C)=O)C1=O. As a reaction SMILES: [CH2:1]([CH3:2])[O:3][C:4]([CH2:5][CH:6]([N:7]1[C:8](=[O:21])[CH:9]([CH2:12][CH2:13][CH2:14][C:15]2([CH3:20])[O:16][CH2:19][CH2:18][O:17]2)[CH2:10][CH2:11]1)[c:22]1[cH:23][n:24][c:25]2[cH:26][cH:27][cH:28][cH:29][c:30]2[cH:31]1)=[O:32].[CH3:33][C:34](=[O:35])[CH3:36].[CH3:37][CH2:38][O:39][C:40]([CH3:41])=[O:42]>>[CH2:1]([CH3:2])[O:3][C:4]([CH2:5][CH:6]([N:7]1[C:8](=[O:21])[CH:9]([CH2:12][CH2:13][CH2:14][C:15](=[O:16])[CH3:20])[CH2:10][CH2:11]1)[c:22]1[cH:23][n:24][c:25]2[cH:26][cH:27][cH:28][cH:29][c:30]2[cH:31]1)=[O:32]. The reactants are CCOC(=O)CC(c1cnc2ccccc2c1)N1CCC(CCCC2(C)OCCO2)C1=O, CC(C)=O, CCOC(C)=O. Reactants: COC=1C=C(CC2N(CCC3=C(C=CC(=C23)OC)O)CC(=O)NCC2=NC=CC=C2)C=CC1OC (2-[1-(3,4-dimethoxy-benzyl)-5-hydroxy-8-methoxy-3,4-dihydro-1H-isoquinolin-2-yl]-N-(pyridin-2-yl-methyl)-acetamide), C1(CC1)CBr (cyclopropyl-methyl bromide). Yields the product COC=1C=C(CC2N(CCC3=C(C=CC(=C23)OC)OCC2CC2)CC(=O)NCC2=NC=CC=C2)C=CC1OC (2-[1-(3,4-dimethoxy-benzyl)-5-(cyclopropyl-methoxy)-8-methoxy-3,4-dihydro-1H-isoquinolin-2-yl]-N-(pyridin-2-yl-methyl)-acetamide). As a reaction SMILES: [CH3:1][O:2][C:3]1[CH:4]=[C:5]([CH:31]=[CH:32][C:33]=1[O:34][CH3:35])[CH2:6][CH:7]1[C:16]2[C:11](=[C:12]([OH:19])[CH:13]=[CH:14][C:15]=2[O:17][CH3:18])[CH2:10][CH2:9][N:8]1[CH2:20][C:21]([NH:23][CH2:24][C:25]1[CH:30]=[CH:29][CH:28]=[CH:27][N:26]=1)=[O:22].[CH:36]1([CH2:39]Br)[CH2:38][CH2:37]1>>[CH3:1][O:2][C:3]1[CH:4]=[C:5]([CH:31]=[CH:32][C:33]=1[O:34][CH3:35])[CH2:6][CH:7]1[C:16]2[C:11](=[C:12]([O:19][CH2:39][CH:36]3[CH2:38][CH2:37]3)[CH:13]=[CH:14][C:15]=2[O:17][CH3:18])[CH2:10][CH2:9][N:8]1[CH2:20][C:21]([NH:23][CH2:24][C:25]1[CH:30]=[CH:29][CH:28]=[CH:27][N:26]=1)=[O:22]. Procedure: prepared by reaction of 2-[1-(3,4-dimethoxy-benzyl)-5-hydroxy-8-methoxy-3,4-dihydro-1H-isoquinolin-2-yl]-N-(pyridin-2-yl-methyl)-acetamide with cyclopropyl-methyl bromide